This data is from the Open Reaction Database (ORD), a public repository of structured organic reaction records. The task is: describe an organic reaction: reactants, conditions, products, and yield The reactants are [N+](=O)([O-])C=1C=C(C=CC1)C(N[C@H](C)C1=CC(=C(C=C1)F)F)C1=CC=C(C=C1)OC (N-[(3-nitrophenyl)-(4-methoxyphenyl)methyl]-[(R)-1-(3,4-difluorophenyl)ethyl]amine), [BH4-].[Na+] (sodium borohydride). Reagents/catalysts: O.O.O.O.O.O.[Ni](Cl)Cl (nickel chloride hexahydrate). Run in CO (methanol). Yields the product COC1=CC=C(C=C1)C(C=1C=C(C=CC1)N)N[C@H](C)C1=CC(=C(C=C1)F)F (3-{(4-Methoxyphenyl)-[(R)-1-(3,4-difluorophenyl)ethylamino]methyl}phenylamine). RXN SMILES: [N+:1]([C:4]1[CH:5]=[C:6]([CH:10]([C:22]2[CH:27]=[CH:26][C:25]([O:28][CH3:29])=[CH:24][CH:23]=2)[NH:11][C@@H:12]([C:14]2[CH:19]=[CH:18][C:17]([F:20])=[C:16]([F:21])[CH:15]=2)[CH3:13])[CH:7]=[CH:8][CH:9]=1)([O-])=O.[BH4-].[Na+]>CO.O.O.O.O.O.O.[Ni](Cl)Cl>[CH3:29][O:28][C:25]1[CH:26]=[CH:27][C:22]([CH:10]([NH:11][C@@H:12]([C:14]2[CH:19]=[CH:18][C:17]([F:20])=[C:16]([F:21])[CH:15]=2)[CH3:13])[C:6]2[CH:5]=[C:4]([NH2:1])[CH:9]=[CH:8][CH:7]=2)=[CH:23][CH:24]=1 |f:1.2,4.5.6.7.8.9.10|. Procedure details: In a similar manner to that described in Example (1b), a solution of N-[(3-nitrophenyl)-(4-methoxyphenyl)methyl]-[(R)-1-(3,4-difluorophenyl)ethyl]amine (1.27 g) [prepared as described in step (a) above] in methanol (50 ml), nickel chloride hexahydrate (1.52 g) and sodium borohydride (510 mg) were reacted, and the reaction mixture was purified by chromatography through a silica gel column using a 1:8 by volume mixture of ethynyl acetate and toluene as the eluant, to afford isomer A (235 mg,) as a... Starting materials: COC=1C=C2C(=CC=NC2=CC1)CCC[C@H]1[C@H](CN(CC1)CC#C)C(=O)OCC#C ((prop-2-ynyl) (3R,4R)-4-[3-(6-methoxyquinolin-4-yl)propyl]-1-(prop-2-ynyl)piperidine-3-carboxylate), [OH-].[Na+] (sodium hydroxide), O (water). Run in O1CCOCC1 (dioxane). Run at temperature 70 celsius, time 17 hour. The product is COC=1C=C2C(=CC=NC2=CC1)CCC[C@H]1[C@H](CN(CC1)CC#C)C(=O)O ((3R,4R)-4-[3-(6-methoxyquinolin-4-yl)propyl]-1-(prop-2-ynyl)piperidine-3-carboxylic acid). The yield is 69.5%. RXN SMILES: [CH3:1][O:2][C:3]1[CH:4]=[C:5]2[C:10](=[CH:11][CH:12]=1)[N:9]=[CH:8][CH:7]=[C:6]2[CH2:13][CH2:14][CH2:15][C@@H:16]1[CH2:21][CH2:20][N:19]([CH2:22][C:23]#[CH:24])[CH2:18][C@@H:17]1[C:25]([O:27]CC#C)=[O:26].[OH-].[Na+].O>O1CCOCC1>[CH3:1][O:2][C:3]1[CH:4]=[C:5]2[C:10](=[CH:11][CH:12]=1)[N:9]=[CH:8][CH:7]=[C:6]2[CH2:13][CH2:14][CH2:15][C@@H:16]1[CH2:21][CH2:20][N:19]([CH2:22][C:23]#[CH:24])[CH2:18][C@@H:17]1[C:25]([OH:27])=[O:26] |f:1.2|. Procedure details: 0.3 g of (prop-2-ynyl) (3R,4R)-4-[3-(6-methoxyquinolin-4-yl)propyl]-1-(prop-2-ynyl)piperidine-3-carboxylate in 3 cm3 of dioxane and 1.48 cm3 of N sodium hydroxide were heated, with stirring, at a temperature in the region of 70° C. for 17 hours. The reaction mixture was concentrated under reduced pressure (5 kPa) at a temperature in the region of 50° C. 1.48 cm3 of normal aqueous hydrochloric acid were added to the solid residue obtained, followed by 10 cm3 of water. The solution obtained was ex... Starting materials: CC(C)(S)C(N)C(=O)O, O, O=Cc1cccnc1. Yields the product CC1(C)SC(c2cccnc2)NC1C(=O)O. Reaction SMILES: [NH2:9][CH:10]([C:11]([CH3:12])([CH3:13])[SH:14])[C:15](=[O:16])[OH:17].[OH2:18].[n:1]1[cH:2][c:3]([CH:7]=[O:8])[cH:4][cH:5][cH:6]1>>[n:1]1[cH:2][c:3]([CH:7]2[NH:9][CH:10]([C:15](=[O:16])[OH:17])[C:11]([CH3:12])([CH3:13])[S:14]2)[cH:4][cH:5][cH:6]1. Reactants: resultant mixture, Cl.C1CC12NCCN(C2)C(=O)OC(C)(C)C (tert-butyl 4,7-diazaspiro[2.5]octane-7-carboxylate hydrochloride), FC1=CC=C(C=C1)I (1-fluoro-4-iodobenzene), CC(C)([O-])C.[Na+] (sodium tert-butoxide). Reagents/catalysts: C=1C=CC(=CC1)/C=C/C(=O)/C=C/C2=CC=CC=C2.C=1C=CC(=CC1)/C=C/C(=O)/C=C/C2=CC=CC=C2.C=1C=CC(=CC1)/C=C/C(=O)/C=C/C2=CC=CC=C2.[Pd].[Pd] (tris(dibenzylideneacetone)dipalladium). Run in C1(=CC=CC=C1)C (toluene). Product: FC1=CC=C(C=C1)N1C2(CC2)CN(CC1)C(=O)OC(C)(C)C (tert-Butyl 4-(4-fluorophenyl)-4,7-diazaspiro[2.5]octane-7-carboxylate). The yield is 94.2%. RXN SMILES: Cl.[CH2:2]1[C:4]2([CH2:9][N:8]([C:10]([O:12][C:13]([CH3:16])([CH3:15])[CH3:14])=[O:11])[CH2:7][CH2:6][NH:5]2)[CH2:3]1.[F:17][C:18]1[CH:23]=[CH:22][C:21](I)=[CH:20][CH:19]=1.CC(C)([O-])C.[Na+]>C1C=CC(/C=C/C(/C=C/C2C=CC=CC=2)=O)=CC=1.C1C=CC(/C=C/C(/C=C/C2C=CC=CC=2)=O)=CC=1.C1C=CC(/C=C/C(/C=C/C2C=CC=CC=2)=O)=CC=1.[Pd].[Pd].C1(C)C=CC=CC=1>[F:17][C:18]1[CH:23]=[CH:22][C:21]([N:5]2[CH2:6][CH2:7][N:8]([C:10]([O:12][C:13]([CH3:16])([CH3:15])[CH3:14])=[O:11])[CH2:9][C:4]32[CH2:3][CH2:2]3)=[CH:20][CH:19]=1 |f:0.1,3.4,5.6.7.8.9|. Procedure details: To a toluene solution (2.0 mL) of tert-butyl 4,7-diazaspiro[2.5]octane-7-carboxylate hydrochloride (100 mg, 0.402 mmol), 1-fluoro-4-iodobenzene (446 mg, 2.01 mmol), sodium tert-butoxide (77.3 mg, 0.804 mmol), and bis(tri-tert-butylphosphine)palladium (0) (41.1 mg, 0.0804 mmol) were added and the resultant mixture was stirred at 110° C. for 1 hour and 30 minutes. After completion of the reaction, the reaction solution was purified by silica gel column chromatography (hexane/ethyl acetate=1/0→4/1)... Reactants: C1COCCO1, C[O-], CO, [Na+], O=S(=O)(c1ccccc1)c1ccc(-c2c(-c3ccccc3)nn3ccncc23)cn1. The product is COc1ccc(-c2c(-c3ccccc3)nn3ccncc23)cn1. As a reaction SMILES: [CH2:36]1[O:37][CH2:38][CH2:39][O:40][CH2:41]1.[CH3:31][O-:32].[CH3:34][OH:35].[Na+:33].[c:1]1(-[c:7]2[n:8][n:9]3[c:10]([cH:11][n:12][cH:13][cH:14]3)[c:15]2-[c:16]2[cH:17][n:18][c:19]([S:22]([c:23]3[cH:24][cH:25][cH:26][cH:27][cH:28]3)(=[O:29])=[O:30])[cH:20][cH:21]2)[cH:2][cH:3][cH:4][cH:5][cH:6]1>>[c:1]1(-[c:7]2[n:8][n:9]3[c:10]([cH:11][n:12][cH:13][cH:14]3)[c:15]2-[c:16]2[cH:17][n:18][c:19]([O:32][CH3:31])[cH:20][cH:21]2)[cH:2][cH:3][cH:4][cH:5][cH:6]1. Starting materials: O=C1CCN(CC1)C1=C(C=C(C=C1)N1C(O[C@H](C1)CNC(C)=O)=O)F ((S)—N-{3-[4-(4-oxo-piperidin-1-yl)-3-fluorophenyl]-2-oxo-oxazolidin-5-ylmethyl}-acetamide), [C-]#N.[Na+] (sodium cyanide), [N+](=O)([O-])C1=CC=C(N)C=C1 (4-nitroaniline). Product: [N+](=O)([O-])C1=CC=C(C=C1)NC1(CCN(CC1)C1=C(C=C(C=C1)N1C(O[C@H](C1)CNC(C)=O)=O)F)C#N ((S)—N-{3-[4-(4-(4-Nitrophenylamino)-4-cyanopiperidin-1-yl)-3-fluorophenyl]-2-oxo-oxazolidin-5-ylmethyl}-acetamide). Yield: 61.0%. As a reaction SMILES: O=[C:2]1[CH2:7][CH2:6][N:5]([C:8]2[CH:13]=[CH:12][C:11]([N:14]3[CH2:18][C@H:17]([CH2:19][NH:20][C:21](=[O:23])[CH3:22])[O:16][C:15]3=[O:24])=[CH:10][C:9]=2[F:25])[CH2:4][CH2:3]1.[C-:26]#[N:27].[Na+].[N+:29]([C:32]1[CH:38]=[CH:37][C:35]([NH2:36])=[CH:34][CH:33]=1)([O-:31])=[O:30]>>[N+:29]([C:32]1[CH:38]=[CH:37][C:35]([NH:36][C:2]2([C:26]#[N:27])[CH2:7][CH2:6][N:5]([C:8]3[CH:13]=[CH:12][C:11]([N:14]4[CH2:18][C@H:17]([CH2:19][NH:20][C:21](=[O:23])[CH3:22])[O:16][C:15]4=[O:24])=[CH:10][C:9]=3[F:25])[CH2:4][CH2:3]2)=[CH:34][CH:33]=1)([O-:31])=[O:30] |f:1.2|. Procedure: By using procedure as described in Example 45 and by reacting (S)—N-{3-[4-(4-oxo-piperidin-1-yl)-3-fluorophenyl]-2-oxo-oxazolidin-5-ylmethyl}-acetamide with sodium cyanide and 4-nitroaniline the compound was obtained in 61% yield.